From a dataset of the Open Reaction Database (ORD), a public repository of structured organic reaction records. describe an organic reaction: reactants, conditions, products, and yield The reactants are CC(C)=O, OCC1Cc2ccc(Cl)c(Cl)c2O1, O=[Cr](=O)=O, O, O=S(=O)(O)O. Yields the product O=C(O)C1Cc2ccc(Cl)c(Cl)c2O1. RXN SMILES: [CH3:24][C:25](=[O:26])[CH3:27].[Cl:1][c:2]1[c:3]([Cl:13])[c:4]2[c:5]([cH:11][cH:12]1)[CH2:6][CH:7]([CH2:9][OH:10])[O:8]2.[O:14]=[Cr:15](=[O:16])=[O:17].[OH2:23].[S:18](=[O:19])(=[O:20])([OH:21])[OH:22]>>[Cl:1][c:2]1[c:3]([Cl:13])[c:4]2[c:5]([cH:11][cH:12]1)[CH2:6][CH:7]([C:9](=[O:10])[OH:14])[O:8]2. The reactants are CN(C)C1=NC=CC=C1 (Dimethylaminopyridine), Cl.C(C)N=C=NCCCN(C)C (1-ethyl-3-(3-dimethylaminopropyl)carbodiimide hydrochloride), C(C=C)OCCCCOC1=CC=C(C(=O)O)C=C1 (4-(4-allyloxybutyloxy)benzoic acid), C(CCCCCCC)OC1=CC=C(C(=O)OC2=CC=3C(C4=CC(=CC=C4C3C=C2)O)C)C=C1 (2-(4-octyloxybenzoyloxy)-7-hydroxy-9-methylfluorene). Solvent: C(Cl)Cl (methylene chloride), O (Water). Conditions: temperature 5 celsius, time 12 hour. The product is C(C=C)OCCCCOC1=CC=C(C(=O)OC2=CC=3C(C4=CC(=CC=C4C3C=C2)OC(C2=CC=C(C=C2)OCCCCCCCC)=O)C)C=C1 (2-[4-(4-allyloxybutyloxy)benzoyloxy]-7-(4-octyloxybenzoyloxy)-9-methylfluorene). Isolated yield 22.0%. As a reaction SMILES: CN(C1C=CC=CN=1)C.Cl.C(N=C=NCCCN(C)C)C.[CH2:22]([O:25][CH2:26][CH2:27][CH2:28][CH2:29][O:30][C:31]1[CH:39]=[CH:38][C:34]([C:35]([OH:37])=[O:36])=[CH:33][CH:32]=1)[CH:23]=[CH2:24].[CH2:40]([O:48][C:49]1[CH:72]=[CH:71][C:52]([C:53]([O:55][C:56]2[CH:68]=[CH:67][C:66]3[C:65]4[C:60](=[CH:61][C:62](O)=[CH:63][CH:64]=4)[CH:59]([CH3:70])[C:58]=3[CH:57]=2)=[O:54])=[CH:51][CH:50]=1)[CH2:41][CH2:42][CH2:43][CH2:44][CH2:45][CH2:46][CH3:47]>O.C(Cl)Cl>[CH2:22]([O:25][CH2:26][CH2:27][CH2:28][CH2:29][O:30][C:31]1[CH:39]=[CH:38][C:34]([C:35]([O:37][C:62]2[CH:63]=[CH:64][C:65]3[C:66]4[C:58](=[CH:57][C:56]([O:55][C:53](=[O:54])[C:52]5[CH:51]=[CH:50][C:49]([O:48][CH2:40][CH2:41][CH2:42][CH2:43][CH2:44][CH2:45][CH2:46][CH3:47])=[CH:72][CH:71]=5)=[CH:68][CH:67]=4)[CH:59]([CH3:70])[C:60]=3[CH:61]=2)=[O:36])=[CH:33][CH:32]=1)[CH:23]=[CH2:24] |f:1.2|. Procedure details: Dimethylaminopyridine 0.01 g and 1-ethyl-3-(3-dimethylaminopropyl)carbodiimide hydrochloride 0.8 g were added to a methylene chloride (50 ml) solution of 4-(4-allyloxybutyloxy)benzoic acid 0.84 g and 2-(4-octyloxybenzoyloxy)-7-hydroxy-9-methylfluorene (J1) 1.5 g while maintaining 5° C., and the mixture was further stirred at room temperature for 12 hours. Water 50 ml was added thereto, and the resulting organic layer was dried on anhydrous magnesium sulfate. A residue obtained by distilling the ... The reactants are CCN(C(C)C)C(C)C, O=C(Cl)Oc1ccc([N+](=O)[O-])cc1, ClCCl, c1ccc(N2CCNCC2)cc1. The product is O=C(Oc1ccc([N+](=O)[O-])cc1)N1CCN(c2ccccc2)CC1. RXN SMILES: [CH:13]([N:14]([CH2:15][CH3:16])[CH:17]([CH3:18])[CH3:19])([CH3:20])[CH3:21].[Cl:22][C:23](=[O:24])[O:25][c:26]1[cH:27][cH:28][c:29]([N+:32](=[O:33])[O-:34])[cH:30][cH:31]1.[Cl:35][CH2:36][Cl:37].[c:1]1([N:7]2[CH2:8][CH2:9][NH:10][CH2:11][CH2:12]2)[cH:2][cH:3][cH:4][cH:5][cH:6]1>>[c:1]1([N:7]2[CH2:8][CH2:9][N:10]([C:23](=[O:24])[O:25][c:26]3[cH:27][cH:28][c:29]([N+:32](=[O:33])[O-:34])[cH:30][cH:31]3)[CH2:11][CH2:12]2)[cH:2][cH:3][cH:4][cH:5][cH:6]1. Reactants: C(C)OC(=O)C=CCCCCCC1=CC=CC=2N1C=NC2 (5-(7-ethoxycarbonyl- hept-6-enyl)imidazo[1,5-a]pyridine), [OH-].[Na+] (sodium hydroxide). Solvent: CO (methanol). Reaction conditions: time 3 hour. Yields the product C(=O)(O)C=CCCCCCC1=CC=CC=2N1C=NC2 (5-(7-carboxyhept-6-enyl)-imidazo-[1,5-a]pyridine). As a reaction SMILES: C([O:3][C:4]([CH:6]=[CH:7][CH2:8][CH2:9][CH2:10][CH2:11][CH2:12][C:13]1[N:18]2[CH:19]=[N:20][CH:21]=[C:17]2[CH:16]=[CH:15][CH:14]=1)=[O:5])C.[OH-].[Na+]>CO>[C:4]([CH:6]=[CH:7][CH2:8][CH2:9][CH2:10][CH2:11][CH2:12][C:13]1[N:18]2[CH:19]=[N:20][CH:21]=[C:17]2[CH:16]=[CH:15][CH:14]=1)([OH:5])=[O:3] |f:1.2|. Procedure: To a solution of 2.8 g of 5-(7-ethoxycarbonyl- hept-6-enyl)imidazo[1,5-a]pyridine in 30 ml of methanol is added 15 ml of 1 N sodium hydroxide. The reaction is stirred at room temperature for 3 hours. The methanol is evaporated under reduced pressure and the residue diluted with 30 ml of water and the solution adjusted to pH 7 with 1 N hydrochloric acid. The solution is extracted with 2×50 ml of ethyl acetate. The combined ethyl acetate extracts are dried over anhydrous magnesium sulfate, filtere... As a reaction SMILES: C1(C)C=CC(S([O-])(=O)=O)=CC=1.[NH+]1C=CC=CC=1.[C:18]([O:23][CH:24]([C:26]1[CH:31]=[CH:30][C:29]([O:32]C2CCCCO2)=[CH:28][CH:27]=1)[CH3:25])(=[O:22])[CH2:19][CH2:20][CH3:21]>CO>[C:18]([O:23][CH:24]([C:26]1[CH:31]=[CH:30][C:29]([OH:32])=[CH:28][CH:27]=1)[CH3:25])(=[O:22])[CH2:19][CH2:20][CH3:21] |f:0.1|. Run in CO (methanol). The yield is 13.0%. The product is C(CCC)(=O)OC(C)C1=CC=C(C=C1)O (1-(4-hydroxyphenyl)ethyl butyrate). Procedure: In 150 ml of methanol was dissolved 0.1 mole of the S-form of 1-(4-(tetrahydro-2-pyranyloxy)phenyl)ethyl butyrate, 1.1 g of pyridinium p-toluenesulfonate was added thereto, and the mixture was subjected to reaction at room temperature for 2 hours. Then, methanol was distilled under reduced pressure, to which 200 ml of ether was added, and the mixture was washed with water. The resulting ether layer was dried with anhydrous magnesium sulfate, and ether was distilled under reduced pressure to give... The reactants are C1(=CC=C(C=C1)S(=O)(=O)[O-])C.[NH+]1=CC=CC=C1 (pyridinium p-toluenesulfonate), C(CCC)(=O)OC(C)C1=CC=C(C=C1)OC1OCCCC1 (1-(4-(tetrahydro-2-pyranyloxy)phenyl)ethyl butyrate). Run in CC(=O)C (acetone). Reported procedure: The desired product was prepared using a procedure similar to Step 6 of example 34. Thus, 2-{[(2E)-3-(1,1′-biphenyl-4-yl)prop-2-enoyl]amino}-4-(3-bromopropoxy)benzoic acid methyl ester (0.299 g, 0.605 mmol) was reacted with cesium carbonate (0.414 g, 1.271 mmol) and 4-tert-butyl-benzaldehyde oxime (0.118 g, 0.665 mmol) in acetone (30 ml) to give 2-{[(2E)-3-(1,1′-biphenyl-4-yl)prop-2-enoyl]amino}-4-[3-({[(1E)-(4-tert-butylphenyl)methylidene]amino}oxy)propoxy]benzoic acid methyl ester (0.148 g, 0.... The yield is 83.0%. Product: C1(=CC=C(C=C1)/C=C/C(=O)NC1=C(C(=O)O)C=CC(=C1)OCCCO/N=C/C1=CC=C(C=C1)C(C)(C)C)C1=CC=CC=C1 (2-{[(2E)-3-(1,1′-Biphenyl-4-yl)prop-2-enoyl]amino}-4-[3-({[(1E)-(4-tert-butylphenyl)methylidene]amino}oxy)propoxy]-benzoic Acid), COC(C1=C(C=C(C=C1)OCCCO/N=C/C1=CC=C(C=C1)C(C)(C)C)NC(\C=C\C1=CC=C(C=C1)C1=CC=CC=C1)=O)=O (2-{[(2E)-3-(1,1′-biphenyl-4-yl)prop-2-enoyl]amino}-4-[3-({[(1E)-(4-tert-butylphenyl)methylidene]amino}oxy)propoxy]benzoic acid methyl ester). Starting materials: COC(C1=C(C=C(C=C1)OCCCBr)NC(\C=C\C1=CC=C(C=C1)C1=CC=CC=C1)=O)=O (2-{[(2E)-3-(1,1′-biphenyl-4-yl)prop-2-enoyl]amino}-4-(3-bromopropoxy)benzoic acid methyl ester), C([O-])([O-])=O.[Cs+].[Cs+] (cesium carbonate), C(C)(C)(C)C1=CC=C(C=NO)C=C1 (4-tert-butyl-benzaldehyde oxime). RXN SMILES: [CH3:1][O:2][C:3](=[O:32])[C:4]1[CH:9]=[CH:8][C:7]([O:10][CH2:11][CH2:12][CH2:13]Br)=[CH:6][C:5]=1[NH:15][C:16](=[O:31])/[CH:17]=[CH:18]/[C:19]1[CH:24]=[CH:23][C:22]([C:25]2[CH:30]=[CH:29][CH:28]=[CH:27][CH:26]=2)=[CH:21][CH:20]=1.C(=O)([O-])[O-].[Cs+].[Cs+].[C:39]([C:43]1[CH:51]=[CH:50][C:46]([CH:47]=[N:48][OH:49])=[CH:45][CH:44]=1)([CH3:42])([CH3:41])[CH3:40]>CC(C)=O>[C:22]1([C:25]2[CH:26]=[CH:27][CH:28]=[CH:29][CH:30]=2)[CH:21]=[CH:20][C:19](/[CH:18]=[CH:17]/[C:16]([NH:15][C:5]2[CH:6]=[C:7]([O:10][CH2:11][CH2:12][CH2:13][O:49]/[N:48]=[CH:47]/[C:46]3[CH:45]=[CH:44][C:43]([C:39]([CH3:42])([CH3:40])[CH3:41])=[CH:51][CH:50]=3)[CH:8]=[CH:9][C:4]=2[C:3]([OH:32])=[O:2])=[O:31])=[CH:24][CH:23]=1.[CH3:1][O:2][C:3](=[O:32])[C:4]1[CH:9]=[CH:8][C:7]([O:10][CH2:11][CH2:12][CH2:13][O:49]/[N:48]=[CH:47]/[C:46]2[CH:50]=[CH:51][C:43]([C:39]([CH3:42])([CH3:41])[CH3:40])=[CH:44][CH:45]=2)=[CH:6][C:5]=1[NH:15][C:16](=[O:31])/[CH:17]=[CH:18]/[C:19]1[CH:24]=[CH:23][C:22]([C:25]2[CH:30]=[CH:29][CH:28]=[CH:27][CH:26]=2)=[CH:21][CH:20]=1 |f:1.2.3|. Starting materials: O=C(n1ccnc1)n1ccnc1, C1CCOC1, O, NCCCCN1CCC(c2ccccc2)(c2ccccc2)CC1, O=C(O)C=Cc1cccnc1. The product is O=C(C=Cc1cccnc1)NCCCCN1CCC(c2ccccc2)(c2ccccc2)CC1. RXN SMILES: [C:12]([n:13]1[cH:14][cH:15][n:16][cH:17]1)([n:18]1[cH:19][cH:20][n:21][cH:22]1)=[O:23].[CH2:48]1[O:49][CH2:50][CH2:51][CH2:52]1.[OH2:47].[c:24]1([C:30]2([c:41]3[cH:42][cH:43][cH:44][cH:45][cH:46]3)[CH2:31][CH2:32][N:33]([CH2:36][CH2:37][CH2:38][CH2:39][NH2:40])[CH2:34][CH2:35]2)[cH:25][cH:26][cH:27][cH:28][cH:29]1.[n:1]1[cH:2][c:3]([CH:7]=[CH:8][C:9](=[O:10])[OH:11])[cH:4][cH:5][cH:6]1>>[n:1]1[cH:2][c:3]([CH:7]=[CH:8][C:9](=[O:11])[NH:40][CH2:39][CH2:38][CH2:37][CH2:36][N:33]2[CH2:32][CH2:31][C:30]([c:24]3[cH:25][cH:26][cH:27][cH:28][cH:29]3)([c:41]3[cH:42][cH:43][cH:44][cH:45][cH:46]3)[CH2:35][CH2:34]2)[cH:4][cH:5][cH:6]1. Reactants: [Li]CCCC (nBuLi), C1(=CC=CC=C1)C1=CN=CO1 (5-phenyloxazole), ClC(C(Cl)(Cl)Cl)(Cl)Cl (hexachloroethane). Run in C1CCOC1 (THF). Run at temperature -78 celsius, time 15 minute. The product is ClC=1OC(=CN1)C1=CC=CC=C1 (2-chloro-5-phenyloxazole). The yield is 48.5%. RXN SMILES: [C:1]1([C:7]2[O:11][CH:10]=[N:9][CH:8]=2)[CH:6]=[CH:5][CH:4]=[CH:3][CH:2]=1.[Li]CCCC.[Cl:17]C(Cl)(Cl)C(Cl)(Cl)Cl>C1COCC1>[Cl:17][C:10]1[O:11][C:7]([C:1]2[CH:2]=[CH:3][CH:4]=[CH:5][CH:6]=2)=[CH:8][N:9]=1. Reported procedure: To a round bottom flask was added 5-phenyloxazole (1.0 gm, 6.89 mmol) and THF (10 mL). The reaction was cooled to −78° C. Then 2.5 M nBuLi (3.03 mL, 7.58 mmol) was added to the reaction at −78° C. The reaction turned to deep red color. After 15 min, hexachloroethane (1.170 mL, 10.33 mmol) was added at −78° C. The reaction was slowly warmed to rt over 2 hrs and then was poured onto ice. The resulting solution was extracted with EtOAc (2×30 ml). The combined EtOAc layers were washed with saturated... Reactants: NCC(O)C1=CC(=CC=C1)C (2-amino-1-(3-methylphenyl)ethanol), C(#N)[BH3-].[Na+] (sodium cyanoborohydride), O=C(COC1=CC=C(C=C1)CC(=O)OC)C (methyl 4-(2-oxopropoxy)phenylacetate), C1=CC=CC=C1 (benzene). Run in CO (methanol). Yields the product COC(=O)CC1=CC=C(OCC(C)CC(O)C2=CC(=CC=C2)C)C=C1 (2-[2-(4-Methoxycarbonylmethylphenoxy)-1-methylethyl]-1-(3-methylphenyl)ethanol). The yield is 56.5%. RXN SMILES: N[CH2:2][CH:3]([C:5]1[CH:10]=[CH:9][CH:8]=[C:7]([CH3:11])[CH:6]=1)[OH:4].O=[C:13]([CH3:27])[CH2:14][O:15][C:16]1[CH:21]=[CH:20][C:19]([CH2:22][C:23]([O:25][CH3:26])=[O:24])=[CH:18][CH:17]=1.C1C=CC=CC=1.C([BH3-])#N.[Na+]>CO>[CH3:26][O:25][C:23]([CH2:22][C:19]1[CH:18]=[CH:17][C:16]([O:15][CH2:14][CH:13]([CH2:2][CH:3]([C:5]2[CH:10]=[CH:9][CH:8]=[C:7]([CH3:11])[CH:6]=2)[OH:4])[CH3:27])=[CH:21][CH:20]=1)=[O:24] |f:3.4|. Procedure details: Following a procedure similar to that described in Example 3, but using 2.5 g of 2-amino-1-(3-methylphenyl)ethanol (prepared as described in Preparation 44), 4.4 g of methyl 4-(2-oxopropoxy)phenylacetate (prepared as described in Preparation 3), 80 ml of benzene, 60 ml of absolute methanol and 4.5 g of sodium cyanoborohydride, and then purifying the reaction product by column chromatography through silica gel, using ethyl acetate as the eluent, 3.2 g of the title compound were obtained having an...